From a dataset of the Open Reaction Database (ORD), a public repository of structured organic reaction records. describe an organic reaction: reactants, conditions, products, and yield Starting materials: B, B, C1CCOC1, CSC, OC(c1ccccc1)(c1ccccc1)C1CCCN1, O=C1CCS(=O)(=O)c2sccc21. Yields the product O=S1(=O)CCC(O)c2ccsc21. Reaction SMILES: [BH3:13].[BH3:36].[CH2:37]1[O:38][CH2:39][CH2:40][CH2:41]1.[CH3:33][S:34][CH3:35].[c:14]1([C:15]([c:16]2[cH:17][cH:18][cH:19][cH:20][cH:21]2)([CH:22]2[CH2:23][CH2:24][CH2:25][NH:26]2)[OH:27])[cH:28][cH:29][cH:30][cH:31][cH:32]1.[s:1]1[cH:2][cH:3][c:4]2[c:5]1[S:6](=[O:11])(=[O:12])[CH2:7][CH2:8][C:9]2=[O:10]>>[s:1]1[cH:2][cH:3][c:4]2[c:5]1[S:6](=[O:11])(=[O:12])[CH2:7][CH2:8][CH:9]2[OH:10]. Reactants: [Li]CCCC (n-BuLi), BrC1=CC=C(C(=O)O)C=C1 (4-bromobenzoic acid), C(C)(C)(C)S[S@](=O)C(C)(C)C (2-[(S)-tert-butylsulfanylsulfinyl]-2-methyl-propane). Run in O1CCCC1 (tetrahydrofuran), O1CCCC1 (tetrahydrofuran). Run at temperature -78 celsius, time 0.5 hour. Product: C(C)(C)(C)[S@](=O)C1=CC=C(C(=O)O)C=C1 ((S)-4-(tert-Butylsulfinyl)benzoic acid). Yield: 22.1%. As a reaction SMILES: [Li]CCCC.Br[C:7]1[CH:15]=[CH:14][C:10]([C:11]([OH:13])=[O:12])=[CH:9][CH:8]=1.C(S[S@@:21]([C:23]([CH3:26])([CH3:25])[CH3:24])=[O:22])(C)(C)C>O1CCCC1>[C:23]([S@@:21]([C:7]1[CH:15]=[CH:14][C:10]([C:11]([OH:13])=[O:12])=[CH:9][CH:8]=1)=[O:22])([CH3:26])([CH3:25])[CH3:24]. Procedure details: n-BuLi (13.59 mL of 2.5 M, 33.97 mmol) was added dropwise to a solution of 4-bromobenzoic acid (3.41 g, 16.98 mmol) in tetrahydrofuran (31 mL) held at −78° C. The resulting mixture was stirred for 0.5 hours at −78° C. and 2-[(S)-tert-butylsulfanylsulfinyl]-2-methyl-propane (3.00 g, 15.4 mmol) in tetrahydrofuran (31 mL) was added slowly to the mixture. The mixture was allowed to stir for 0.5 hours at −78° C., before the reaction was allowed to warm up to room temperature. The reaction was quenche... Reactants: O1C(=NC2=C1C=CC=C2)N[C@H](C(=O)O)CC2CCCCC2 (2-(S)-(benzooxazol-2-ylamino)-3-cyclohexyl propionic acid), FC=1C=C2CCN(C2=CC1)CCN (2-(5-fluoro-2,3-dihydro-indol-1-yl)-ethylamine). Yields the product O1C(=NC2=C1C=CC=C2)N[C@H](C(=O)NCCN2CCC1=CC(=CC=C21)F)CC2CCCCC2 ((S)-2-(Benzooxazol-2-ylamino)-3-cyclohexyl-N-[2-(5-fluoro-2,3-dihydro-indol-1-yl)-ethyl]-propionamide). RXN SMILES: [O:1]1[C:5]2[CH:6]=[CH:7][CH:8]=[CH:9][C:4]=2[N:3]=[C:2]1[NH:10][C@@H:11]([CH2:15][CH:16]1[CH2:21][CH2:20][CH2:19][CH2:18][CH2:17]1)[C:12]([OH:14])=O.[F:22][C:23]1[CH:24]=[C:25]2[C:29](=[CH:30][CH:31]=1)[N:28]([CH2:32][CH2:33][NH2:34])[CH2:27][CH2:26]2>>[O:1]1[C:5]2[CH:6]=[CH:7][CH:8]=[CH:9][C:4]=2[N:3]=[C:2]1[NH:10][C@@H:11]([CH2:15][CH:16]1[CH2:21][CH2:20][CH2:19][CH2:18][CH2:17]1)[C:12]([NH:34][CH2:33][CH2:32][N:28]1[C:29]2[C:25](=[CH:24][C:23]([F:22])=[CH:31][CH:30]=2)[CH2:26][CH2:27]1)=[O:14]. Reported procedure: The title compound was prepared from 2-(S)-(benzooxazol-2-ylamino)-3-cyclohexyl propionic acid and 2-(5-fluoro-2,3-dihydro-indol-1-yl)-ethylamine using the procedure analogous to that described in example 2. HPLC-MS calcd. for C26H31FN4O2 (M+H+) 451.24. found 451.5.